This data is from the Open Reaction Database (ORD), a public repository of structured organic reaction records. The task is: describe an organic reaction: reactants, conditions, products, and yield Reactants: Cl.ClC1=CC=C2C(=C1NC1=NC=NC3=CC(=CC(=C13)F)F)OCO2 (4-(6-Chloro-2,3-methylenedioxyanilino)-5,7-difluoroquinazoline hydrochloride salt), CCC(C)(C)[O-].[Na+] (sodium tert-pentoxide), CN1C(CCC1)=O (N-methylpyrrolidin-2-one), OC1CCOCC1 (4-Hydroxytetrahydropyran), CN1C(CCC1)=O (N-methylpyrrolidin-2-one), resultant mixture. The solvent is O (Water). Reaction conditions: temperature 60 celsius. Product: ClC1=CC=C2C(=C1NC1=NC=NC3=CC(=CC(=C13)OC1CCOCC1)F)OCO2 (4-(6-chloro-2,3-methylenedioxyanilino)-7-fluoro-5-tetrahydropyran-4-yloxyquinazoline). As a reaction SMILES: Cl.[Cl:2][C:3]1[C:8]([NH:9][C:10]2[C:19]3[C:14](=[CH:15][C:16]([F:21])=[CH:17][C:18]=3F)[N:13]=[CH:12][N:11]=2)=[C:7]2[O:22][CH2:23][O:24][C:6]2=[CH:5][CH:4]=1.CCC([O-])(C)C.[Na+].CN1CCCC1=O.[OH:39][CH:40]1[CH2:45][CH2:44][O:43][CH2:42][CH2:41]1>O>[Cl:2][C:3]1[C:8]([NH:9][C:10]2[C:19]3[C:14](=[CH:15][C:16]([F:21])=[CH:17][C:18]=3[O:39][CH:40]3[CH2:45][CH2:44][O:43][CH2:42][CH2:41]3)[N:13]=[CH:12][N:11]=2)=[C:7]2[O:22][CH2:23][O:24][C:6]2=[CH:5][CH:4]=1 |f:0.1,2.3|. Procedure details: 4-(6-Chloro-2,3-methylenedioxyanilino)-5,7-difluoroquinazoline hydrochloride salt (80 g) was added portionwise to a stirred mixture of sodium tert-pentoxide (90.2 g) and N-methylpyrrolidin-2-one (500 ml) under an atmosphere of nitrogen gas. 4-Hydroxytetrahydropyran (23.5 ml) and N-methylpyrrolidin-2-one (35 ml) were added and the resultant mixture was heated to 60° C. for 3 hours. Water (764 ml) was added to the heated reaction mixture during 3 hours and the mixture was stirred and heated to 60°...